Dataset: the Open Reaction Database (ORD), a public repository of structured organic reaction records. Task: describe an organic reaction: reactants, conditions, products, and yield Starting materials: acid chloride, S(=O)(Cl)Cl (thionyl chloride), S(=O)(Cl)Cl (thionyl chloride), C1(CCCCC1)(C(=O)N)C(=O)N (cyclohexane diamide), acid chloride, C1(CCCCC1)(C(=O)O)C(=O)O (cyclohexanedicarboxylic acid), N (ammonia). Product: C1(CCCCC1)(C(=O)N)C(=O)N (cyclohexane diamide), C(#N)C1(CCCCC1)C#N (dicyanocyclohexane). As a reaction SMILES: C1(C(O)=O)(C(O)=O)CCCCC1.S(Cl)(Cl)=O.N.[C:18]1([C:27]([NH2:29])=[O:28])([C:24]([NH2:26])=[O:25])[CH2:23][CH2:22][CH2:21][CH2:20][CH2:19]1>>[C:18]1([C:27]([NH2:29])=[O:28])([C:24]([NH2:26])=[O:25])[CH2:19][CH2:20][CH2:21][CH2:22][CH2:23]1.[C:24]([C:18]1([C:27]#[N:29])[CH2:23][CH2:22][CH2:21][CH2:20][CH2:19]1)#[N:26]. Procedure: Furthermore, as a method for producing bis(aminomethyl)cyclohexane, for example, Non-Patent Document 1 (Malachowski et al.) discloses the following: an acid chloride derivative is prepared using cyclohexanedicarboxylic acid with thionyl chloride; cyclohexane diamide is prepared using the acid chloride derivative with ammonia; and thereafter, the cyclohexane diamide is further allowed to react with thionyl chloride to obtain dicyanocyclohexane, and then the obtained dicyanocyclohexane is hydrogen... Starting materials: O=C([O-])O, CCOC(C)=O, O=C(Cl)CCl, Cl, NC1CCc2ccccc2C1=O, [Na+], O. Product: O=C(CCl)NC1CCc2ccccc2C1=O. As a reaction SMILES: [C:1](=[O:2])([OH:3])[O-:4].[CH3:6][CH2:7][O:8][C:9](=[O:10])[CH3:11].[Cl:25][CH2:26][C:27](=[O:28])[Cl:29].[ClH:12].[NH2:13][CH:14]1[C:15](=[O:24])[c:16]2[cH:17][cH:18][cH:19][cH:20][c:21]2[CH2:22][CH2:23]1.[Na+:5].[OH2:30]>>[NH:13]([CH:14]1[C:15](=[O:24])[c:16]2[cH:17][cH:18][cH:19][cH:20][c:21]2[CH2:22][CH2:23]1)[C:27]([CH2:26][Cl:25])=[O:28]. Starting materials: C(C)(=O)C(CCCCCCC(=O)O)(CCCC(CCCCC)OCC1=CC=CC=C1)C1=CC=CC=C1 (8-Acetyl-8-phenyl-12-benzyloxyheptadecanoic acid). The reagents and catalysts are [Pd] (palladium on carbon). The solvent is CCO (EtOH). Conditions: time 2 hour. The product is C(C)(=O)C(CCCCCCC(=O)O)(CCCC(CCCCC)O)C1=CC=CC=C1 (8-acetyl-8-phenyl-12-hydroxyheptadecanoic acid), oil ( 350 ). Reaction SMILES: [C:1]([C:4]([C:31]1[CH:36]=[CH:35][CH:34]=[CH:33][CH:32]=1)([CH2:14][CH2:15][CH2:16][CH:17]([O:23]CC1C=CC=CC=1)[CH2:18][CH2:19][CH2:20][CH2:21][CH3:22])[CH2:5][CH2:6][CH2:7][CH2:8][CH2:9][CH2:10][C:11]([OH:13])=[O:12])(=[O:3])[CH3:2]>CCO.[Pd]>[C:1]([C:4]([C:31]1[CH:36]=[CH:35][CH:34]=[CH:33][CH:32]=1)([CH2:14][CH2:15][CH2:16][CH:17]([OH:23])[CH2:18][CH2:19][CH2:20][CH2:21][CH3:22])[CH2:5][CH2:6][CH2:7][CH2:8][CH2:9][CH2:10][C:11]([OH:13])=[O:12])(=[O:3])[CH3:2]. Reported procedure: 8-Acetyl-8-phenyl-12-benzyloxyheptadecanoic acid (1.42 g., slightly impure) is dissolved in EtOH (50 ml.), and is hydrogenated over 10% palladium on carbon at atmospheric pressure and 25° C. The hydrogenation is stopped after 2 hours, the catalyst is filtered off, and the solvent is removed in vacuo to obtain the product as a crude viscous yellowish oil. This oil is chromatographed through a silica gel column (CHCl3) to obtain 8-acetyl-8-phenyl-12-hydroxyheptadecanoic acid as a virtually colorle... Starting materials: [N+](=O)([O-])C1=C(N)C=CC(=C1)[N+](=O)[O-] (2,4-dinitroaniline), N1=CC=CC=C1 (pyridine), C(C1=CC=CC=C1)(=O)Cl (benzoyl chloride), yellow product. Reaction SMILES: [N+:1]([C:4]1[CH:10]=[C:9]([N+:11]([O-:13])=[O:12])[CH:8]=[CH:7][C:5]=1N)([O-:3])=[O:2].[C:14](Cl)(=[O:21])[C:15]1[CH:20]=[CH:19][CH:18]=[CH:17][CH:16]=1.[N:23]1C=CC=CC=1>>[N+:1]([C:4]1[CH:10]=[C:9]([N+:11]([O-:13])=[O:12])[CH:8]=[CH:7][C:5]=1[C:16]1[CH:17]=[CH:18][CH:19]=[CH:20][C:15]=1[C:14]([NH2:23])=[O:21])([O-:3])=[O:2]. Reported procedure: To a solution of 73.2 g. (0.4 m.) of 2,4-dinitroaniline in 400 ml. of pyridine with stirring and slight warming was added 56.2 g. (0.4 m.) of benzoyl chloride in about 10 min.; the temperature rose from 40° to 50°. Then the dark solution was heated at reflux for 21/2 hours. After standing overnight, the yellow solid was collected, washed with H2O until no pyridine odor was detectable. This 90 g. of crude product was recrystallized from about 2.1 of CH3CN to yield 44 g. (38%) of yellow product me... Product: [N+](=O)([O-])C1=C(C=CC(=C1)[N+](=O)[O-])C1=C(C(=O)N)C=CC=C1 (2,4-Dinitrophenylbenzamide). Reaction conditions: time 8 hour. Starting materials: CC1(N=C(OC1)C1=C(C=CC=C1)C=1C=C2C=CN(C2=CC1)C(C(=O)OCC)CCCCCC)C (Ethyl 2-[5-[2-(4,4-dimethyloxazolin-2-yl)phenyl]indole-1-yl]octanoate), C1CCOC1 (THF), CI (Methyl iodide). Reaction conditions: time 8 hour. Yields the product C(=O)(O)C1=C(C=CC=C1)C=1C=C2C=CN(C2=CC1)C(C(=O)O)CCCCCC (2-[5-(2-Carboxyphenyl)indol-1-yl]octanoic acid). Reaction SMILES: CC1(C)C[O:5][C:4]([C:7]2[CH:12]=[CH:11][CH:10]=[CH:9][C:8]=2[C:13]2[CH:14]=[C:15]3[C:19](=[CH:20][CH:21]=2)[N:18]([CH:22]([CH2:28][CH2:29][CH2:30][CH2:31][CH2:32][CH3:33])[C:23]([O:25]CC)=[O:24])[CH:17]=[CH:16]3)=N1.CI.C1C[O:40]CC1>>[C:4]([C:7]1[CH:12]=[CH:11][CH:10]=[CH:9][C:8]=1[C:13]1[CH:14]=[C:15]2[C:19](=[CH:20][CH:21]=1)[N:18]([CH:22]([CH2:28][CH2:29][CH2:30][CH2:31][CH2:32][CH3:33])[C:23]([OH:25])=[O:24])[CH:17]=[CH:16]2)([OH:5])=[O:40]. Procedure details: Ethyl 2-[5-[2-(4,4-dimethyloxazolin-2-yl)phenyl]indole-1-yl]octanoate (0.174 mmoles, 80 mg) was dissolved in 1 ml THF. Methyl iodide (0.15 ml, 1.1 mmole) was added. After stirring overnight at room temperature, the solution was concentrated. The residue was dissolved in 7 ml of 2:1 MeOH:2N NaOH and heated at 90° C. for 24 hours. The reaction was cooled to 0° C. and washed with ether. The pH was adjusted to 1.0 using 2N HCL. The product was extracted with 20% EtOH in ethyl acetate. The organic la... Starting materials: C(C1=CC=CC=C1)(C1=CC=CC=C1)NC(P(O)O)C1=CC2=C(C=C1)OCO2 (1-benzhydrylamino-1-(3,4-methylenedioxyphenyl)-methanephosphonous acid), C(C1=CC=CC=C1)(C1=CC=CC=C1)NC(C(C)C)P(O)O (1-benzhydrylamino-2-methylpropanephosphonous acid). The product is NC(P(O)O)C1=CC2=C(C=C1)OCO2 (1-amino-1-(3,4-methylenedioxyphenyl)-methanephosphonous acid). RXN SMILES: C([NH:14][CH:15]([C:19]1[CH:24]=[CH:23][C:22]2[O:25][CH2:26][O:27][C:21]=2[CH:20]=1)[P:16]([OH:18])[OH:17])(C1C=CC=CC=1)C1C=CC=CC=1.C(NC(P(O)O)C(C)C)(C1C=CC=CC=1)C1C=CC=CC=1>>[NH2:14][CH:15]([C:19]1[CH:24]=[CH:23][C:22]2[O:25][CH2:26][O:27][C:21]=2[CH:20]=1)[P:16]([OH:18])[OH:17]. Procedure: The procedure described in Example 36B was repeated using DL-1-benzhydrylamino-1-(3,4-methylenedioxyphenyl)-methanephosphonous acid instead of DL-1-benzhydrylamino-2-methylpropanephosphonous acid to give DL-1-amino-1-(3,4-methylenedioxyphenyl)-methanephosphonous acid, melting point 235°-236°.